describe an organic reaction: reactants, conditions, products, and yield From a dataset of the Open Reaction Database (ORD), a public repository of structured organic reaction records. Reactants: C1=CC=C(C=C1)OC(=NC#N)OC2=CC=CC=C2 (diphenyl cyanocarbonimidate), NC=1C=C(C=CC1)C1=C(C=NC2=C(C=CC=C12)C(F)(F)F)C(=O)C1=CC=CC=C1 ([4-(3-amino-phenyl)-8-trifluoromethyl-quinolin-3-yl]-phenyl-methanone). The solvent is C(C)#N (acetonitrile). Product: C(C1=CC=CC=C1)(=O)C=1C=NC2=C(C=CC=C2C1C=1C=C(C=CC1)NC(OC1=CC=CC=C1)=NC#N)C(F)(F)F (PHENYL N-{3-[3-BENZOYL-8-(TRIFLUOROMETHYL)QUINOLIN-4-YL]PHENYL}-N′-CYANOIMIDOCARBAMATE). Isolated yield 46.6%. RXN SMILES: C1C=CC(O[C:8]([O:12][C:13]2[CH:18]=[CH:17][CH:16]=[CH:15][CH:14]=2)=[N:9][C:10]#[N:11])=CC=1.[NH2:19][C:20]1[CH:21]=[C:22]([C:26]2[C:35]3[C:30](=[C:31]([C:36]([F:39])([F:38])[F:37])[CH:32]=[CH:33][CH:34]=3)[N:29]=[CH:28][C:27]=2[C:40]([C:42]2[CH:47]=[CH:46][CH:45]=[CH:44][CH:43]=2)=[O:41])[CH:23]=[CH:24][CH:25]=1>C(#N)C>[C:40]([C:27]1[CH:28]=[N:29][C:30]2[C:35]([C:26]=1[C:22]1[CH:21]=[C:20]([NH:19][C:8](=[N:9][C:10]#[N:11])[O:12][C:13]3[CH:14]=[CH:15][CH:16]=[CH:17][CH:18]=3)[CH:25]=[CH:24][CH:23]=1)=[CH:34][CH:33]=[CH:32][C:31]=2[C:36]([F:39])([F:37])[F:38])(=[O:41])[C:42]1[CH:43]=[CH:44][CH:45]=[CH:46][CH:47]=1. Procedure: A mixture of diphenyl cyanocarbonimidate (0.6 g, 2.52 mmol) and [4-(3-amino-phenyl)-8-trifluoromethyl-quinolin-3-yl]-phenyl-methanone (0.1 g, 0.26 mmol) in 30 mL of acetonitrile was refluxed for 3 days. Removal of solvent under reduced pressure gave a crude product that was purified by silica gel chromatography eluting with ethyl acetate/hexanes (5% to 30%) to give 65 mg (47%) of the title compound as an off-white solid. MS (ES) m/z 534.9. Starting materials: ClCCN=C=O (2-chloroethylisocyanate), P(=O)([O-])([O-])[O-] (phosphate), β-lactam, C(C)CC(=O)O.C(C)(=O)OCC=1CS[C@H]2N(C1C(=O)O)C([C@H]2NC(C(C2=CC=CC=C2)=NO)=O)=O (3-acetoxymethyl-7β-(2-hydroxyimino-2-phenylacetamido)ceph-3-em-4-carboxylic acid ethyl acetate), Cl (hydrochloric acid), amide. The solvent is CN(C=O)C (dimethylformamide), C(C)N(CC)CC (triethylamine). Run at time 1 hour. The product is C(C)(=O)OCC=1CS[C@H]2N(C1C(=O)O)C([C@H]2NC(C(C2=CC=CC=C2)=NOC(NCCCl)=O)=O)=O (3-Acetoxymethyl-7β-[2-(2-chloroethyl)carbamoyloxyimino-2-phenylacetamido]-ceph-3-em-4-carboxylic acid). As a reaction SMILES: C(CC(O)=O)C.[C:7]([O:10][CH2:11][C:12]1[CH2:13][S:14][C@@H:15]2[C@H:22]([NH:23][C:24](=[O:34])[C:25](=[N:32][OH:33])[C:26]3[CH:31]=[CH:30][CH:29]=[CH:28][CH:27]=3)[C:21](=[O:35])[N:16]2[C:17]=1[C:18]([OH:20])=[O:19])(=[O:9])[CH3:8].[Cl:36][CH2:37][CH2:38][N:39]=[C:40]=[O:41].Cl.P([O-])([O-])([O-])=O>CN(C)C=O.C(N(CC)CC)C>[C:7]([O:10][CH2:11][C:12]1[CH2:13][S:14][C@@H:15]2[C@H:22]([NH:23][C:24](=[O:34])[C:25](=[N:32][O:33][C:40](=[O:41])[NH:39][CH2:38][CH2:37][Cl:36])[C:26]3[CH:31]=[CH:30][CH:29]=[CH:28][CH:27]=3)[C:21](=[O:35])[N:16]2[C:17]=1[C:18]([OH:20])=[O:19])(=[O:9])[CH3:8] |f:0.1|. Procedure details: To a solution of 3-acetoxymethyl-7β-(2-hydroxyimino-2-phenylacetamido)ceph-3-em-4-carboxylic acid ethyl acetate solvate (syn-isomer) (1.0 g.) in dimethylformamide (21 ml.) containing triethylamine (0.425 g) was added 2-chloroethylisocyanate (0.274 g.) and the mixture was stirred at room temperature for one hour. The reaction mixture was acidified (2 N hydrochloric acid) and extracted with ethyl acetate. The extracts were combined and extracted with saturated aqueous sodium bicarbonate. The combi... The reactants are ClC1=C(C=CC=C1)C1=C(C=C(S1)C(=O)N1CCC(CC1)(C(=O)N)C1=CC=CC=C1)C1=CC=C(C=C1)OCCCOC1OCCCC1 (1-{[5-(2-Chlorophenyl)-4-{4-[3-(tetrahydro-2H-pyran-2-yloxy)propoxy]phenyl}thien-2-yl]carbonyl}-4-phenylpiperidine-4-carboxamide), Cl (hydrochloric acid). Solvent: CO (methanol). Run at time 2 hour. Yields the product ClC1=C(C=CC=C1)C1=C(C=C(S1)C(=O)N1CCC(CC1)(C(=O)N)C1=CC=CC=C1)C1=CC=C(C=C1)OCCCO (1-({5-(2-Chlorophenyl)-4-[4-(3-hydroxypropoxy)phenyl]thien-2-yl}carbonyl)-4-phenylpiperidine-4-carboxamide). Reaction SMILES: [Cl:1][C:2]1[CH:7]=[CH:6][CH:5]=[CH:4][C:3]=1[C:8]1[S:12][C:11]([C:13]([N:15]2[CH2:20][CH2:19][C:18]([C:24]3[CH:29]=[CH:28][CH:27]=[CH:26][CH:25]=3)([C:21]([NH2:23])=[O:22])[CH2:17][CH2:16]2)=[O:14])=[CH:10][C:9]=1[C:30]1[CH:35]=[CH:34][C:33]([O:36][CH2:37][CH2:38][CH2:39][O:40]C2CCCCO2)=[CH:32][CH:31]=1.Cl>CO>[Cl:1][C:2]1[CH:7]=[CH:6][CH:5]=[CH:4][C:3]=1[C:8]1[S:12][C:11]([C:13]([N:15]2[CH2:20][CH2:19][C:18]([C:24]3[CH:29]=[CH:28][CH:27]=[CH:26][CH:25]=3)([C:21]([NH2:23])=[O:22])[CH2:17][CH2:16]2)=[O:14])=[CH:10][C:9]=1[C:30]1[CH:35]=[CH:34][C:33]([O:36][CH2:37][CH2:38][CH2:39][OH:40])=[CH:32][CH:31]=1. Reported procedure: 0.45 g of the compound obtained in stage 23H) and 2 ml of 2N ethereal hydrochloric acid are added to 10 ml of methanol. After 2 hours at AT, the expected compound is filtered off 0.26 g of the expected compound is obtained. Starting materials: FC(C1=CC=C(C=C1)C=1C(=CC=CC1)C(=O)O)(F)F (4′-Trifluoromethyl-biphenyl-2-carboxylic acid), S(=O)(Cl)Cl (thionyl chloride). Conditions: time 2 hour. Product: FC(C1=CC=C(C=C1)C=1C(=CC=CC1)C(=O)Cl)(F)F (4′-Trifluoromethyl-biphenyl-2-carbonyl chloride). Yield: 99.0%. RXN SMILES: [F:1][C:2]([F:19])([F:18])[C:3]1[CH:8]=[CH:7][C:6]([C:9]2[C:10]([C:15](O)=[O:16])=[CH:11][CH:12]=[CH:13][CH:14]=2)=[CH:5][CH:4]=1.S(Cl)([Cl:22])=O>>[F:1][C:2]([F:19])([F:18])[C:3]1[CH:8]=[CH:7][C:6]([C:9]2[C:10]([C:15]([Cl:22])=[O:16])=[CH:11][CH:12]=[CH:13][CH:14]=2)=[CH:5][CH:4]=1. Procedure: 4′-Trifluoromethyl-biphenyl-2-carboxylic acid (25 g, 94 mmol) was combined with thionyl chloride (35 ml, 470 mmol) and the mixture was heated at reflux. After 2 h, the mixture was concentrated under vacuum to afford 26.5 g of the title product as a light yellow oil. The reactants are CC1CN(C2CN(C(=O)OC(C)(C)C)C2)CC(C)O1, O=C(O)C(F)(F)F. Product: CC1CN(C2CNC2)CC(C)O1. Reaction SMILES: [C:8]([O:9][C:10](=[O:11])[N:15]1[CH2:16][CH:17]([N:19]2[CH2:20][CH:21]([CH3:26])[O:22][CH:23]([CH3:25])[CH2:24]2)[CH2:18]1)([CH3:12])([CH3:13])[CH3:14].[F:1][C:2]([F:3])([F:4])[C:5]([OH:6])=[O:7]>>[NH:15]1[CH2:16][CH:17]([N:19]2[CH2:20][CH:21]([CH3:26])[O:22][CH:23]([CH3:25])[CH2:24]2)[CH2:18]1.